The task is: describe an organic reaction: reactants, conditions, products, and yield. This data is from the Open Reaction Database (ORD), a public repository of structured organic reaction records. Reaction SMILES: [CH3:1][N:2]1[CH2:6][C:5]2[CH:7]=[CH:8][CH:9]=[C:10]([S:11]([NH2:14])(=[O:13])=[O:12])[C:4]=2[S:3]1(=[O:16])=[O:15].[CH2:17]([N:21]=[C:22]=[O:23])[CH2:18][CH2:19][CH3:20].C(=O)([O-])[O-].[K+].[K+]>C(C(C)=O)C.CCOCC>[CH2:17]([NH:21][C:22]([NH:14][S:11]([C:10]1[C:4]2[S:3](=[O:16])(=[O:15])[N:2]([CH3:1])[CH2:6][C:5]=2[CH:7]=[CH:8][CH:9]=1)(=[O:12])=[O:13])=[O:23])[CH2:18][CH2:19][CH3:20] |f:2.3.4|. Reaction conditions: time 16 hour. The product is C(CCC)NC(=O)NS(=O)(=O)C1=CC=CC=2CN(S(C21)(=O)=O)C (N-(Butylaminocarbonyl)-2-methyl-2,3-dihydro-1,2-benzisothiazole-7-sulfonamide-1,1-dioxide). Starting materials: C([O-])([O-])=O.[K+].[K+] (potassium carbonate), CN1S(C2=C(C1)C=CC=C2S(=O)(=O)N)(=O)=O (2-methyl-2,3-dihydro-1,2-benzisothiazole-7-sulfonamide-1,1-dioxide), C(CCC)N=C=O (butyl isocyanate), C([O-])([O-])=O.[K+].[K+] (potassium carbonate). Procedure details: A suspension of 13.0 g of 2-methyl-2,3-dihydro-1,2-benzisothiazole-7-sulfonamide-1,1-dioxide, 11.2 ml of butyl isocyanate and 13.8 g of potassium carbonate in 200 ml of dry methyl ethyl ketone was heated at reflux for 2 hours. 13.8 g of potassium carbonate was added and heating was continued for an additional 16 hours. The mixture was cooled, the solvent was decanted from the solids, concentrated in vacuo, the residue dissolved in ethyl acetate and washed with saturated aq. NaHCO3. The aqueous w... Solvent: C(C)C(=O)C (methyl ethyl ketone), CCOCC (ether). Reactants: COC1=CC=C2CCC(C2=C1)CC#N (2-(6-methoxyindan-1-yl)acetonitrile), liquid, N (ammonia). Reagents/catalysts: [Ni] (Raney nickel). Solvent: CO (methanol). Reaction conditions: time 3 hour. Yields the product COC1=CC=C2CCC(C2=C1)CCN (2-(6-methoxyindan-1-yl)ethylamine). Reaction SMILES: [CH3:1][O:2][C:3]1[CH:11]=[C:10]2[C:6]([CH2:7][CH2:8][CH:9]2[CH2:12][C:13]#[N:14])=[CH:5][CH:4]=1.N>CO.[Ni]>[CH3:1][O:2][C:3]1[CH:11]=[C:10]2[C:6]([CH2:7][CH2:8][CH:9]2[CH2:12][CH2:13][NH2:14])=[CH:5][CH:4]=1. Procedure: 9.3 g (49 mmol) of crude 2-(6-methoxyindan-1-yl)acetonitrile are dissolved in 100 ml of methanol and, after the addition of 1 g of Raney nickel and 20 g of liquid ammonia, are hydrogenated at 70°-80° and 120 bar pressure. After 3 hours, the catalyst is filtered off from the methanolic solution and is subsequently washed with methanol. The methanolic solutions are combined and rendered acidic with hydrochloric acid. The acidic solution is concentrated to dryness by evaporation in vacuo, and the r... Reactants: C(C)(C)(C)OC(=O)N[C@H](C(=O)O)[C@@H](C)O[Si](C)(C)C(C)(C)C ((2S,3R)-2-((tert-butoxycarbonyl)amino)-3-((tert-butyldimethylsilyl)oxy)butanoic acid), C(=O)(N1C=NC=C1)N1C=NC=C1 (1,1′-carbonyldiimidazole), C(CC(=O)[O-])(=O)OCC.[K+] (potassium ethyl malonate), [Cl-].[Mg+2].[Cl-] (magnesium chloride). Solvent: C1CCOC1 (THF). Run at temperature 60 celsius, time 6 day. Yields the product C(C)(C)(C)OC(=O)N[C@H](C(CC(=O)OCC)=O)[C@@H](C)O[Si](C)(C)C(C)(C)C ((4S,5R)-ethyl 4-((tert-butoxycarbonyl)amino)-5-((tert-butyldimethylsilyl)oxy)-3-oxohexanoate). The yield is 81.2%. As a reaction SMILES: [C:1]([O:5][C:6]([NH:8][C@@H:9]([C@H:13]([O:15][Si:16]([C:19]([CH3:22])([CH3:21])[CH3:20])([CH3:18])[CH3:17])[CH3:14])[C:10]([OH:12])=O)=[O:7])([CH3:4])([CH3:3])[CH3:2].C(N1C=CN=C1)(N1C=CN=C1)=O.[C:35]([O:41][CH2:42][CH3:43])(=[O:40])[CH2:36]C([O-])=O.[K+].[Cl-].[Mg+2].[Cl-]>C1COCC1>[C:1]([O:5][C:6]([NH:8][C@@H:9]([C@H:13]([O:15][Si:16]([C:19]([CH3:22])([CH3:21])[CH3:20])([CH3:18])[CH3:17])[CH3:14])[C:10](=[O:12])[CH2:36][C:35]([O:41][CH2:42][CH3:43])=[O:40])=[O:7])([CH3:2])([CH3:3])[CH3:4] |f:2.3,4.5.6|. Procedure: A solution of (2S,3R)-2-((tert-butoxycarbonyl)amino)-3-((tert-butyldimethylsilyl)oxy)butanoic acid (614b) (1.01 g, 3.03 mmol) in THF (10 mL) was treated with 1,1′-carbonyldiimidazole (Aldrich) (0.59 g, 3.63 mmol) and heated at 60° C. for 2 h. A mixture of potassium ethyl malonate (Aldrich) (1.03 g, 6.06 mmol) and magnesium chloride (Aldrich) (0.58 g, 6.06 mmol) was added to the solution and heating was continued at 50° C. for 6 d. The suspension was extracted into EtOAc (2×100 mL) from saturated... Reaction SMILES: O[CH2:2][C@@H:3]([NH2:8])[CH2:4][CH:5]([CH3:7])[CH3:6].COC(=O)[C@H](CC(C)C)N.OCCN.[CH3:23][C:24]1[CH:29]=[C:28]([N+:30]([O-:32])=[O:31])[CH:27]=[CH:26][C:25]=1[N:33]=[C:34]=[S:35]>>[CH3:23][C:24]1[CH:29]=[C:28]([N+:30]([O-:32])=[O:31])[CH:27]=[CH:26][C:25]=1[N:33]=[C:34]1[NH:8][C@@H:3]([CH2:4][CH:5]([CH3:7])[CH3:6])[CH2:2][S:35]1. Reported procedure: (1S)-1-(Hydroxymethyl)-3-methylbutylamine was made from (L)-leucine methyl ester as described in Method B1b. The 2-hydroxyethylamine was converted to (1S)-1-(chloromethyl)-3-methylbutanammonium chloride as described in Method B7a. 2-Methyl-4-nitrophenyl isothiocyanate was reacted with (1S)-1-(chloromethyl)-3-methylbutanammonium chloride according to Method C1a to give (4S)-2-(2-methyl-4-nitrophenylimino)-4-isobutyl-1,3-thiazolidine. The thiazolidine was reacted with 1-chloro-3,3-dimethyl-2-butan... Product: CC1=C(C=CC(=C1)[N+](=O)[O-])N=C1SC[C@@H](N1)CC(C)C ((4S)-2-(2-methyl-4-nitrophenylimino)-4-isobutyl-1,3-thiazolidine). The reactants are OC[C@H](CC(C)C)N ((1S)-1-(Hydroxymethyl)-3-methylbutylamine), (1S)-1-(chloromethyl)-3-methylbutanammonium chloride, CC1=C(C=CC(=C1)[N+](=O)[O-])N=C=S (2-Methyl-4-nitrophenyl isothiocyanate), (1S)-1-(chloromethyl)-3-methylbutanammonium chloride, COC([C@@H](N)CC(C)C)=O ((L)-leucine methyl ester), OCCN (2-hydroxyethylamine). The reactants are ClCCN1C(C2=CC=CC=3C2=C(C1=O)C=CC3)=O (2-(2-chloroethyl)-2,3-dihydro-1H-benz[de]isoquinoline-1,3-dione), C1(NC(C2=C3C(C=CC=C13)=CC=C2)=O)=O (2,3-dihydro-1H-benz[de]isoquinoline-1,3-dione), ClCCN1C(C2=CC=CC=3C2=C(C1=O)C=CC3)=O (2-(2-chloroethyl)-2,3-dihydro-1H-benz[de]isoquinoline-1,3-dione), FC=1C=C2C(=CNC2=CC1)C1CCNCC1 (4-(5-fluoroindol-3-yl)piperidine), C(=O)(OC(C)(C)C)N1CCC(CC1)Cl (N-BOC-4-chloropiperidine). Solvent: ClCCCl (1,2-dichloroethane). Run at time 8 hour. Product: O.O.O.O.FC=1C=C2C(=CNC2=CC1)C1CCN(CC1)CCN1C(C2=CC=CC=3C2=C(C1=O)C=CC3)=O (2-[2-(4-(5-fluoro-3-indolyl)piperidino)ethyl]-2,3-dihydro-1H-benz[de]isoquinoline-1,3-dione, tetrahydrate). Reaction SMILES: Cl[CH2:2][CH2:3][N:4]1[C:13](=[O:14])[C:12]2[CH:15]=[CH:16][CH:17]=[C:10]3[C:11]=2[C:6](=[CH:7][CH:8]=[CH:9]3)[C:5]1=[O:18].C1(=O)C2C3C(=CC=CC=3C(=[O:32])N1)C=CC=2.[F:34][C:35]1[CH:36]=[C:37]2[C:41](=[CH:42][CH:43]=1)[NH:40][CH:39]=[C:38]2[CH:44]1[CH2:49][CH2:48][NH:47][CH2:46][CH2:45]1.C(N1CCC(Cl)CC1)(OC(C)(C)C)=[O:51]>ClCCCl>[OH2:14].[OH2:32].[OH2:51].[OH2:14].[F:34][C:35]1[CH:36]=[C:37]2[C:41](=[CH:42][CH:43]=1)[NH:40][CH:39]=[C:38]2[CH:44]1[CH2:49][CH2:48][N:47]([CH2:2][CH2:3][N:4]2[C:13](=[O:14])[C:12]3[CH:15]=[CH:16][CH:17]=[C:10]4[C:11]=3[C:6](=[CH:7][CH:8]=[CH:9]4)[C:5]2=[O:18])[CH2:46][CH2:45]1 |f:5.6.7.8.9|. Procedure: 1.2 g of 2-(2-chloroethyl)-2,3-dihydro-1H-benz[de]isoquinoline-1,3-dione ("A") [obtainable by reaction of 2,3-dihydro-1H-benz[de]isoquinoline-1,3-dione with 1,2-dichloroethane to give 2-(2-chloroethyl)-2,3-dihydro-1H-benz[de]isoquinoline-1,3-dione] and 1.0 g of 4-(5-fluoroindol-3-yl)piperidine [obtainable by reaction of N-BOC-4-chloropiperidine with 5-fluoroindole and subsequent removal of the protective group] are dissolved in 200 ml of acetonitrile and the mixture is stirred at room temperatur... The reactants are CC1(CCC(CC1)NC1=NC(=NC2=C(C=CC=C12)N)C)C (N4-(4,4-dimethylcyclohexyl)-2-methylquinazoline-4,8-diamine), CCN(C(C)C)C(C)C (DIPEA), ClC1=CC=C(C(=C1C(=O)O)F)CNC(C(C)(C)C)=O (6-chloro-2-fluoro-3-(pivalamidomethyl)benzoic acid), C(C(=O)Cl)(=O)Cl (oxalyl chloride). Reagents/catalysts: CN(C)C=O (DMF). Run in C(Cl)Cl (CH2Cl2). Yields the product ClC1=CC=C(C(=C1C(=O)NC=1C=CC=C2C(=NC(=NC12)C)NC1CCC(CC1)(C)C)F)CNC(C(C)(C)C)=O (6-Chloro-N-(4-((4,4-dimethylcyclohexyl)amino)-2-methylquinazolin-8-yl)-2-fluoro-3-(pivalamidomethyl)benzamide). Isolated yield 7.2%. As a reaction SMILES: [CH3:1][C:2]1([CH3:21])[CH2:7][CH2:6][CH:5]([NH:8][C:9]2[C:18]3[C:13](=[C:14]([NH2:19])[CH:15]=[CH:16][CH:17]=3)[N:12]=[C:11]([CH3:20])[N:10]=2)[CH2:4][CH2:3]1.[Cl:22][C:23]1[C:28]([C:29](O)=[O:30])=[C:27]([F:32])[C:26]([CH2:33][NH:34][C:35](=[O:40])[C:36]([CH3:39])([CH3:38])[CH3:37])=[CH:25][CH:24]=1.C(Cl)(=O)C(Cl)=O.CCN(C(C)C)C(C)C>CN(C=O)C.C(Cl)Cl>[Cl:22][C:23]1[C:28]([C:29]([NH:19][C:14]2[CH:15]=[CH:16][CH:17]=[C:18]3[C:13]=2[N:12]=[C:11]([CH3:20])[N:10]=[C:9]3[NH:8][CH:5]2[CH2:4][CH2:3][C:2]([CH3:21])([CH3:1])[CH2:7][CH2:6]2)=[O:30])=[C:27]([F:32])[C:26]([CH2:33][NH:34][C:35](=[O:40])[C:36]([CH3:38])([CH3:37])[CH3:39])=[CH:25][CH:24]=1. Reported procedure: The title compound was prepared following the procedure described in Example-1 using N4-(4,4-dimethylcyclohexyl)-2-methylquinazoline-4,8-diamine (Intermediate-47, 180 mg, 0.63 mmol), 6-chloro-2-fluoro-3-(pivalamidomethyl)benzoic acid (Intermediate-2, 271 mg, 0.95 mmol), oxalyl chloride (180 mg, 1.43 mmol), DMF (1 drop) and DIPEA (244 mg, 1.89 mmol) in CH2Cl2 (8 mL) to afford 25 mg of the title product. 1H NMR (300 MHz, DMSO-d6): δ 10.18 (s, 1H), 8.66 (d, J=7.8 Hz, 1H), 8.14 (t, 1H), 8.02 (d, J=8... Starting materials: ClC1=CC2=C(C(NC3=NC=CC=C23)=O)C=C1 (9-Chloro-5H-benzo[c][1,8]naphthyridin-6-one), FC=1C=C(N)C=CC1C (3-fluoro-4-methylaniline). The product is FC=1C=C(C=CC1C)NC1=CC2=C(C(NC3=NC=CC=C23)=O)C=C1 (9-(3-Fluoro-4-methyl-phenylamino)-5-H-benzo[c][1,8]naphthyridin-6-one). Yield: 22.6%. As a reaction SMILES: Cl[C:2]1[CH:16]=[CH:15][C:5]2[C:6](=[O:14])[NH:7][C:8]3[C:13]([C:4]=2[CH:3]=1)=[CH:12][CH:11]=[CH:10][N:9]=3.[F:17][C:18]1[CH:19]=[C:20]([CH:22]=[CH:23][C:24]=1[CH3:25])[NH2:21]>>[F:17][C:18]1[CH:19]=[C:20]([NH:21][C:2]2[CH:16]=[CH:15][C:5]3[C:6](=[O:14])[NH:7][C:8]4[C:13]([C:4]=3[CH:3]=2)=[CH:12][CH:11]=[CH:10][N:9]=4)[CH:22]=[CH:23][C:24]=1[CH3:25]. Procedure: The title compound was synthesized according to the procedure described for the preparation of Example 231 using 6 (100 mg, 0.43 mmol) and 3-fluoro-4-methylaniline (0.07 mL, 0.65 mmol) to provide 246 (31 mg, 20% yield) as a brown solid. LC-MS (M+H (parent)=321, obsd.=321).